Dataset: the Open Reaction Database (ORD), a public repository of structured organic reaction records. Task: describe an organic reaction: reactants, conditions, products, and yield Reactants: COCCC1=CC=NC=C1 (4-(2-Methoxyethyl)pyridine), [H][H] (hydrogen). Reagents/catalysts: [Pt]=O (platinum oxide). Solvent: C(C)O (ethanol), Cl (hydrochloric acid). Product: COCCC1CCNCC1 (4-(2-Methoxyethyl)piperidine). RXN SMILES: [CH3:1][O:2][CH2:3][CH2:4][C:5]1[CH:10]=[CH:9][N:8]=[CH:7][CH:6]=1.[H][H]>C(O)C.Cl.[Pt]=O>[CH3:1][O:2][CH2:3][CH2:4][CH:5]1[CH2:10][CH2:9][NH:8][CH2:7][CH2:6]1. Procedure: 4-(2-Methoxyethyl)pyridine (9.6 g), in a mixture of ethanol (100 ml) and 2 N hydrochloric acid (30 ml) was hydrogenated over platinum oxide at 50°/50 p.s.i. until uptake of hydrogen ceased. The catalyst was removed by filtration and the solution evaporated in vacuo. The residue was then dissolved in water (50 ml), basified to pH 8 with dilute sodium hydroxide, and extracted with chloroform. The aqueous phase was evaporated in vacuo to give an oil which solidified on cooling. The solid was tritur... Starting materials: BrCC1=C(C=CC(=C1)[N+](=O)[O-])F (2-(Bromomethyl)-1-fluoro-4-nitrobenzene), CO (methanol). The reagents and catalysts are [Ag-]=O (silver(I) oxide). Solvent: C1(=CC=CC=C1)C (toluene). Reaction conditions: temperature 60 celsius. Yields the product FC1=C(C=C(C=C1)[N+](=O)[O-])COC (1-Fluoro-2-(methoxymethyl)-4-nitrobenzene). Reaction SMILES: Br[CH2:2][C:3]1[CH:8]=[C:7]([N+:9]([O-:11])=[O:10])[CH:6]=[CH:5][C:4]=1[F:12].[CH3:13][OH:14]>C1(C)C=CC=CC=1.[Ag-]=O>[F:12][C:4]1[CH:5]=[CH:6][C:7]([N+:9]([O-:11])=[O:10])=[CH:8][C:3]=1[CH2:2][O:14][CH3:13]. Procedure: 30 g (128 mmol) of the compound from example 26A are dissolved in 1.3 l of anhydrous toluene and admixed with 45 g (192 mmol) of silver(I) oxide and 24.6 g (769 mmol) of anhydrous methanol. The mixture is heated to 60° C. for 16 h. It is then allowed to cool and filtered through silica gel. The product is fractionally eluted with a gradient of cyclohexane and 25:1 cyclohexane/ethyl acetate. The product fractions are concentrated to dryness under reduced pressure and dried under reduced pressure.... Reactants: CO, [Na+], [OH-], O, COC(=O)C(c1ccccc1)N(CC(OC)OC)C(=O)C(C)C. The product is COC(CN(C(=O)C(C)C)C(C(=O)O)c1ccccc1)OC. RXN SMILES: [CH3:26][OH:27].[Na+:25].[OH-:24].[OH2:28].[c:1]1([CH:7]([C:8](=[O:9])[O:10][CH3:11])[N:12]([C:13]([CH:14]([CH3:15])[CH3:16])=[O:17])[CH2:18][CH:19]([O:20][CH3:21])[O:22][CH3:23])[cH:2][cH:3][cH:4][cH:5][cH:6]1>>[c:1]1([CH:7]([C:8](=[O:9])[OH:10])[N:12]([C:13]([CH:14]([CH3:15])[CH3:16])=[O:17])[CH2:18][CH:19]([O:20][CH3:21])[O:22][CH3:23])[cH:2][cH:3][cH:4][cH:5][cH:6]1.